Task: describe an organic reaction: reactants, conditions, products, and yield. Dataset: the Open Reaction Database (ORD), a public repository of structured organic reaction records Reactants: BrC=1C=C(C(=NC1)N1CCN(CC1)C(=O)C=1C=NC(=CC1C)F)C ([4-(5-bromo-3-methylpyridin-2-yl)piperazin-1-yl](6-fluoro-4-methylpyridin-3-yl)methanone), C1(CC1)B(O)O (cyclopropylboronic acid). Product: C1(CC1)C=1C=C(C(=NC1)N1CCN(CC1)C(=O)C=1C=NC(=CC1C)F)C ([4-(5-cyclopropyl-3-methylpyridin-2-yl)piperazin-1-yl](6-fluoro-4-methylpyridin-3-yl)methanone). The yield is 120.5%. As a reaction SMILES: Br[C:2]1[CH:3]=[C:4]([CH3:24])[C:5]([N:8]2[CH2:13][CH2:12][N:11]([C:14]([C:16]3[CH:17]=[N:18][C:19]([F:23])=[CH:20][C:21]=3[CH3:22])=[O:15])[CH2:10][CH2:9]2)=[N:6][CH:7]=1.[CH:25]1(B(O)O)[CH2:27][CH2:26]1>>[CH:25]1([C:2]2[CH:3]=[C:4]([CH3:24])[C:5]([N:8]3[CH2:13][CH2:12][N:11]([C:14]([C:16]4[CH:17]=[N:18][C:19]([F:23])=[CH:20][C:21]=4[CH3:22])=[O:15])[CH2:10][CH2:9]3)=[N:6][CH:7]=2)[CH2:27][CH2:26]1. Procedure details: Using [4-(5-bromo-3-methylpyridin-2-yl)piperazin-1-yl](6-fluoro-4-methylpyridin-3-yl)methanone (2.2 g) described in Preparation Example 139 and cyclopropylboronic acid (721 mg) and by the reaction and treatment in the same manner as in Preparation Example 100, the title compound (2.39 g) was obtained. Starting materials: ClC1=C(C=C(C=C1)C(F)(F)F)[N+](=O)[O-] (4-chloro-3-nitrobenzotrifluoride), OC1=NOC(=C1)C (3-hydroxy-5-methylisoxazole), C(O)([O-])=O.[Na+] (sodium hydrogencarbonate), CS(=O)C (dimethyl sulfoxide). Run in O (water). Reaction conditions: time 6 hour. Product: CC1=CC(N(O1)C1=C(C=C(C=C1)C(F)(F)F)[N+](=O)[O-])=O (5-methyl-2-(4-trifluoromethyl-2-nitrophenyl)-4-isoxazolin-3-one). The yield is 61.0%. As a reaction SMILES: Cl[C:2]1[CH:7]=[CH:6][C:5]([C:8]([F:11])([F:10])[F:9])=[CH:4][C:3]=1[N+:12]([O-:14])=[O:13].[OH:15][C:16]1[CH:20]=[C:19]([CH3:21])[O:18][N:17]=1.C(=O)([O-])O.[Na+].CS(C)=O>O>[CH3:21][C:19]1[O:18][N:17]([C:2]2[CH:7]=[CH:6][C:5]([C:8]([F:11])([F:10])[F:9])=[CH:4][C:3]=2[N+:12]([O-:14])=[O:13])[C:16](=[O:15])[CH:20]=1 |f:2.3|. Procedure details: After mixing 226 g of 4-chloro-3-nitrobenzotrifluoride, 129 g of 3-hydroxy-5-methylisoxazole, 336 g of sodium hydrogencarbonate, and 600 ml of dimethyl sulfoxide, the reaction was performed for 6 hours at 75° C. After the reaction was over, the reaction mixture obtained was poured into water, and crystals thus formed were purified by silica gel short column and recrystallized from a mixture of water and methanol to provide 176 g of the aforesaid compound with a yield of 61.1%. The melting point ... Reactants: [C@@H]1([C@H](O)[C@H](O)[C@@H](CO)O1)N1C(=O)NC(=O)C=C1 (uridine), deoxynucleotide triphosphates, C(CN(CC(=O)O)CC(=O)O)N(CC(=O)O)CC(=O)O (EDTA), C(C(CO)(CO)N)O (Tris), Cl (HCl). Run in [Na+].[Cl-] (NaCl). Conditions: temperature 90 celsius, time 90 minute. Yields the product [C@@H]1(C[C@H](O)[C@@H](CO)O1)N1C(=O)NC(=O)C=C1 (Deoxyuridine). As a reaction SMILES: [C@@H:1]1([N:10]2[CH:17]=[CH:16][C:14](=[O:15])[NH:13][C:11]2=[O:12])[O:9][C@H:6]([CH2:7][OH:8])[C@@H:4]([OH:5])[C@H:2]1O.C(O)C(N)(CO)CO.Cl.C(N(CC(O)=O)CC(O)=O)CN(CC(O)=O)CC(O)=O>[Na+].[Cl-]>[C@@H:1]1([N:10]2[CH:17]=[CH:16][C:14](=[O:15])[NH:13][C:11]2=[O:12])[O:9][C@H:6]([CH2:7][OH:8])[C@@H:4]([OH:5])[CH2:2]1 |f:4.5|. Procedure details: The 1.5 kb EcoRI-BamHI fragment containing the B. amyloliquefaciens subtilisin gene (Wells et al., 1983) from pBO180 was cloned into M13mp11 to give M13mp11 SUBT essentially as previously described (Wells, J. A., et al. (1986) J. Biol. Chem., 2261,6564-6570). Deoxyuridine containing template DNA was prepared according to Kunkel (Kunkel, T. A. (1985) Proc. Natl. Acad. Sci. USA, 82 488-492). Uridine containing template DNA (Kunkel, 1985) was purified by CsCl density gradients (Maniatis, T. et al. ... Reactants: C(C)OC(=O)C=1C=NNC1N1N=C(NC1=O)C(NC1=CC=C(C=C1)C1=NOC(=N1)C)C1=C(C2=C(OCCO2)C(=C1)OC)F (5-(3-{(5-fluoro-8-methoxy-2,3-dihydrobenzo[1,4]dioxin-6-yl)-[4-(5-methyl-[1,2,4]oxadiazol-3-yl)phenylamino]methyl}-5-oxo-4,5-dihydro-[1,2,4]triazol-1-yl)-1H-pyrazole-4-carboxylic acid ethyl ester), O (water), C(C)(=O)O (acetic acid). Reagents/catalysts: [Fe] (iron). Run in CO (methanol). Reaction conditions: temperature 62.5 celsius, time 40 hour. Yields the product C(C)(=O)O.C(C)OC(=O)C=1C=NNC1N1N=C(NC1=O)C(C1=C(C2=C(OCCO2)C(=C1)OC)F)NC1=CC=C(C=C1)C(N)=N (5-{3-[(4-carbamimidoylphenylamino)-(5-fluoro-8-methoxy-2,3-dihydrobenzo[1,4]dioxin-6-yl)methyl]-5-oxo-4,5-dihydro-[1,2,4]triazol-1-yl}-1H-pyrazole-4-carboxylic acid ethyl ester acetate). Yield: 45.5%. As a reaction SMILES: [CH2:1]([O:3][C:4]([C:6]1[CH:7]=[N:8][NH:9][C:10]=1[N:11]1[C:15](=[O:16])[NH:14][C:13]([CH:17]([C:31]2[CH:40]=[C:39]([O:41][CH3:42])[C:34]3[O:35][CH2:36][CH2:37][O:38][C:33]=3[C:32]=2[F:43])[NH:18][C:19]2[CH:24]=[CH:23][C:22]([C:25]3[N:29]=C(C)O[N:26]=3)=[CH:21][CH:20]=2)=[N:12]1)=[O:5])[CH3:2].O.C(O)(=O)C>CO.[Fe]>[C:4]([OH:5])(=[O:3])[CH3:6].[CH2:1]([O:3][C:4]([C:6]1[CH:7]=[N:8][NH:9][C:10]=1[N:11]1[C:15](=[O:16])[NH:14][C:13]([CH:17]([NH:18][C:19]2[CH:20]=[CH:21][C:22]([C:25](=[NH:26])[NH2:29])=[CH:23][CH:24]=2)[C:31]2[CH:40]=[C:39]([O:41][CH3:42])[C:34]3[O:35][CH2:36][CH2:37][O:38][C:33]=3[C:32]=2[F:43])=[N:12]1)=[O:5])[CH3:2] |f:5.6|. Procedure: To a solution of 68 mg of 5-(3-{(5-fluoro-8-methoxy-2,3-dihydrobenzo[1,4]dioxin-6-yl)-[4-(5-methyl-[1,2,4]oxadiazol-3-yl)phenylamino]methyl}-5-oxo-4,5-dihydro-[1,2,4]triazol-1-yl)-1H-pyrazole-4-carboxylic acid ethyl ester in 6 ml of a methanol:water:acetic acid=1:1:1 mixed solvent there was added 68 mg of iron powder, and the mixture was stirred at 62.5° C. for 40 hours under a nitrogen atmosphere. After cooling, the reaction mixture was filtered through celite and purified by reverse-phase high... The reactants are COC=1C=C(C=O)C=CC1OCOC (3-methoxy-4-(methoxymethoxy)-benzaldehyde), O (water), C(CCC)[Li] (n-Butyllithium), [Br-].OCCC[P+](C1=CC=CC=C1)(C1=CC=CC=C1)C1=CC=CC=C1 ((3-hydroxypropyl)triphenylphosphonium bromide). Run in C1CCOC1 (THF), C1CCOC1 (THF). Run at time 10 minute. Yields the product COC=1C=C(C=CC1OCOC)/C=C/CCO ((E)-4-[3-Methoxy-4-(methoxymethoxy)phenyl]-3-buten-1-ol). Yield: 35.5%. Reaction SMILES: C([Li])CCC.[Br-].[OH:7][CH2:8][CH2:9][CH2:10][P+](C1C=CC=CC=1)(C1C=CC=CC=1)C1C=CC=CC=1.[CH3:30][O:31][C:32]1[CH:33]=[C:34]([CH:37]=[CH:38][C:39]=1[O:40][CH2:41][O:42][CH3:43])[CH:35]=O.O>C1COCC1>[CH3:30][O:31][C:32]1[CH:33]=[C:34](/[CH:35]=[CH:10]/[CH2:9][CH2:8][OH:7])[CH:37]=[CH:38][C:39]=1[O:40][CH2:41][O:42][CH3:43] |f:1.2|. Procedure details: n-Butyllithium (1.6M in hexane, 25 ml) was added dropwise to a stirred suspension of (3-hydroxypropyl)triphenylphosphonium bromide (8.03 g) in dry THF (50 ml) cooled to 0° under nitrogen. The resulting blood-red solution was stirred at 0° for 10 min and then 3-methoxy-4-(methoxymethoxy)-benzaldehyde (3.60 g) in dry THF (10 ml) was added dropwise over 5 min. The mixture was allowed to warm to room temperature, stirred for 4 h, water (10 ml) was added and the majority of the solvent was removed in...